From a dataset of the Open Reaction Database (ORD), a public repository of structured organic reaction records. describe an organic reaction: reactants, conditions, products, and yield Reactants: CNCC(=O)O (methyl-glycine), C(=O)(O)C=1C(OC2=CC=CC=C2C1)=O (3-carboxy coumarine), Cl.CN(CCCN=C=NCC)C (N′-(3 dimethylaminopropyl)-N-ethyl-carbodiimide hydrochloride). The reagents and catalysts are CN(C)C=1C=CN=CC1 (DMAP). Solvent: C(Cl)Cl (DCM), C(Cl)Cl (DCM). Run at time 30 minute. Yields the product COC(CNC(=O)C=1C(OC2=CC=CC=C2C1)=O)=O (coumarin-3-carbonylamino-acetic acid methyl ester). As a reaction SMILES: C[NH:2][CH2:3][C:4]([OH:6])=[O:5].[C:7]([C:10]1[C:11](=[O:20])[O:12][C:13]2[C:18]([CH:19]=1)=[CH:17][CH:16]=[CH:15][CH:14]=2)([OH:9])=O.Cl.[CH3:22]N(C)CCCN=C=NCC>CN(C1C=CN=CC=1)C.C(Cl)Cl>[CH3:22][O:6][C:4](=[O:5])[CH2:3][NH:2][C:7]([C:10]1[C:11](=[O:20])[O:12][C:13]2[C:18]([CH:19]=1)=[CH:17][CH:16]=[CH:15][CH:14]=2)=[O:9] |f:2.3|. Procedure: To a round bottom flask containing methyl-glycine (89 mg, 1.00 mmol), 3-carboxy coumarine, anh. DCM (25 ml), under Ar, N′-(3 dimethylaminopropyl)-N-ethyl-carbodiimide hydrochloride (EDC) (479 mg, 2.50 mmol) and DMAP (489 mg, 4.00 mmol) were added at room temperature. The resulting mixture was stirred for 1 h 30 min (total conversion was observed by TLC). Then, DCM (20 ml) was added and the solution was washed successively with aq. NaHCO3 (10 ml, sat) and brine (10 ml). The organic phase was drie... Yield: 119.1%. RXN SMILES: [CH3:1][Si:2]([CH3:23])([C:17]1[CH:22]=[CH:21][CH:20]=[CH:19][CH:18]=1)[C@@H:3]1[C@@H:7]([CH2:8][OH:9])[C:6]([CH2:10][O:11]C(OC)(C)C)=[CH:5][CH2:4]1.[H-].[Na+].[CH2:26](Br)[C:27]1[CH:32]=[CH:31][CH:30]=[CH:29][CH:28]=1.N12CCNC=C1CCCC=C2>[Br-].C([N+](CCCC)(CCCC)CCCC)CCC.C1COCC1>[CH3:23][Si:2]([CH3:1])([C:17]1[CH:18]=[CH:19][CH:20]=[CH:21][CH:22]=1)[C@@H:3]1[C@@H:7]([CH2:8][O:9][CH2:26][C:27]2[CH:32]=[CH:31][CH:30]=[CH:29][CH:28]=2)[C:6]([CH2:10][OH:11])=[CH:5][CH2:4]1 |f:1.2,5.6|. Reaction conditions: temperature 60 celsius. Solvent: C1CCOC1 (THF). Reported procedure: To a 250-mL 3-necked round bottomed flask equipped with a mechanical stirrer and a thermometer was charged 75 (35 g, 0.1 moles) and THF (60 mL) under an atmosphere of argon. NaH (6 g, 60%, mineral oil suspension, 0.15 moles) was added to the solution. The mixture was heated at 60° C. for 1 hour and then cooled to room temperature. Benzyl bromide (23.8 mL, 0.2 moles) and tetrabutylammonium bromide (10 g, 0.03 moles) were added to the suspension. The reaction mixture was heated at 70° C. for 6 hou... Starting materials: N12C=CCCCC2=CNCC1 (1,9-diazabicyclo[5.4.0]undecen-7-ene), C[Si]([C@H]1CC=C([C@@H]1CO)COC(C)(C)OC)(C1=CC=CC=C1)C ((1R, 5S)-5-(Dimethylphenylsilyl)-2-[(1-methoxy-1-methylethoxy)methyl]-2-cyclopentene-1-methanol), [H-].[Na+] (NaH), C(C1=CC=CC=C1)Br (Benzyl bromide). Reagents/catalysts: [Br-].C(CCC)[N+](CCCC)(CCCC)CCCC (tetrabutylammonium bromide). Yields the product C[Si]([C@H]1CC=C([C@@H]1COCC1=CC=CC=C1)CO)(C1=CC=CC=C1)C ((4S, 5R)-4-(Dimethylphenylsilyl)-5-[(phenylmethoxy)methyl]-1-cyclopentene-1-methanol).